Dataset: the Open Reaction Database (ORD), a public repository of structured organic reaction records. Task: describe an organic reaction: reactants, conditions, products, and yield Reactants: Cc1cc(-c2cccc(C(=O)CC(=O)Nc3cc(C(F)(F)F)c(N(C)C)cc3NC(=O)OC(C)(C)C)c2)cc(C)n1, ClCCl, O=C(O)C(F)(F)F. The product is Cc1cc(-c2cccc(C3=Nc4cc(N(C)C)c(C(F)(F)F)cc4NC(=O)C3)c2)cc(C)n1. RXN SMILES: [C:1]([O:2][C:3](=[O:4])[NH:7][c:8]1[c:9]([NH:21][C:22]([CH2:23][C:24](=[O:5])[c:26]2[cH:27][c:28](-[c:32]3[cH:33][c:34]([CH3:39])[n:35][c:36]([CH3:38])[cH:37]3)[cH:29][cH:30][cH:31]2)=[O:40])[cH:10][c:11]([C:17]([F:18])([F:19])[F:20])[c:12]([N:14]([CH3:15])[CH3:16])[cH:13]1)([CH3:6])([CH3:25])[CH3:41].[Cl:49][CH2:50][Cl:51].[F:42][C:43]([F:44])([F:45])[C:46]([OH:47])=[O:48]>>[N:7]1=[C:24]([c:26]2[cH:27][c:28](-[c:32]3[cH:33][c:34]([CH3:39])[n:35][c:36]([CH3:38])[cH:37]3)[cH:29][cH:30][cH:31]2)[CH2:23][C:22](=[O:40])[NH:21][c:9]2[c:8]1[cH:13][c:12]([N:14]([CH3:15])[CH3:16])[c:11]([C:17]([F:18])([F:19])[F:20])[cH:10]2. Starting materials: ClC1=CC(=NC=N1)N1N=CC=C1 (6-chloro-4-(1-pyrazolyl)pyrimidine), [Na] (sodium), C(C)(C)O (isopropylalcohol). Yields the product C(C)(C)OC1=CC(=NC=N1)N1N=CC=C1 (6-isopropoxy-4-(1-pyrazolyl)pyrimidine). Reaction SMILES: Cl[C:2]1[N:7]=[CH:6][N:5]=[C:4]([N:8]2[CH:12]=[CH:11][CH:10]=[N:9]2)[CH:3]=1.[Na].[CH:14]([OH:17])([CH3:16])[CH3:15]>>[CH:14]([O:17][C:2]1[N:7]=[CH:6][N:5]=[C:4]([N:8]2[CH:12]=[CH:11][CH:10]=[N:9]2)[CH:3]=1)([CH3:16])[CH3:15] |^1:12|. Reported procedure: Following the procedure of Example 15, 180 mg of 6-chloro-4-(1-pyrazolyl)pyrimidine was reacted with 23 mg of sodium metal and 3 ml of anhydrous isopropylalcohol to yield 127 mg of an oily substance, 6-isopropoxy-4-(1-pyrazolyl)pyrimidine,